The task is: describe an organic reaction: reactants, conditions, products, and yield. This data is from the Open Reaction Database (ORD), a public repository of structured organic reaction records. The reactants are ClCC(C)=O (Chloroacetone), CC(=CCOC1=CC=C(C=C1)O)C (4-(3-methyl-2-butenoxy)phenol), C([O-])([O-])=O.[K+].[K+] (potassium carbonate), [I-].[K+] (potassium iodide). Solvent: CC(=O)C (acetone). The product is CC(=CCOC1=CC=C(OCC(C)=O)C=C1)C (4-(3-methyl-2-butenoxy)phenoxyacetone). Reaction SMILES: Cl[CH2:2][C:3](=[O:5])[CH3:4].[CH3:6][C:7]([CH3:18])=[CH:8][CH2:9][O:10][C:11]1[CH:16]=[CH:15][C:14]([OH:17])=[CH:13][CH:12]=1.C(=O)([O-])[O-].[K+].[K+].[I-].[K+]>CC(C)=O>[CH3:6][C:7]([CH3:18])=[CH:8][CH2:9][O:10][C:11]1[CH:12]=[CH:13][C:14]([O:17][CH2:2][C:3](=[O:5])[CH3:4])=[CH:15][CH:16]=1 |f:2.3.4,5.6|. Reported procedure: Chloroacetone (0.89 ml, 1.04 g, 11.2 mmol) is added to a mixture of 4-(3-methyl-2-butenoxy)phenol (2.0 g, 11.2 mmol), potassium carbonate (25 g) and potassium iodide (2.5 g) in 125 ml of anhydrous acetone. The mixture is heated under reflux for 4.5 hours and then is allowed to cool to RT to give 4-(3-methyl-2-butenoxy)phenoxyacetone. Reactants: Cn1nc(Br)c(Br)c1Br, O=C([O-])[O-], CCC(CC)c1cc(C)nn2cc(C)nc12, [Cs+], [Cs+], CN(C)C=O. The product is CCC(CC)c1cc(C)nn2c(-c3c(Br)c(Br)nn3C)c(C)nc12. As a reaction SMILES: [Br:17][c:18]1[n:19][n:20]([CH3:25])[c:21]([Br:24])[c:22]1[Br:23].[C:26](=[O:27])([O-:28])[O-:29].[CH2:1]([CH3:2])[CH:3]([CH2:4][CH3:5])[c:6]1[c:7]2[n:8]([n:9][c:10]([CH3:12])[cH:11]1)[cH:13][c:14]([CH3:16])[n:15]2.[Cs+:30].[Cs+:31].[O:32]=[CH:33][N:34]([CH3:35])[CH3:36]>>[CH2:1]([CH3:2])[CH:3]([CH2:4][CH3:5])[c:6]1[c:7]2[n:8]([n:9][c:10]([CH3:12])[cH:11]1)[c:13](-[c:21]1[n:20]([CH3:25])[n:19][c:18]([Br:17])[c:22]1[Br:23])[c:14]([CH3:16])[n:15]2. The reactants are COc1ccccc1SCCCOS(C)(=O)=O, CC(C)(C)OC(=O)N1CCC(c2ccc(O)cc2)C(O)C1. As a reaction SMILES: [CH3:22][S:23]([O:24][CH2:27][CH2:28][CH2:29][S:30][c:31]1[c:32]([O:37][CH3:38])[cH:33][cH:34][cH:35][cH:36]1)(=[O:25])=[O:26].[OH:1][CH:2]1[CH2:3][N:4]([C:15](=[O:16])[O:17][C:18]([CH3:19])([CH3:20])[CH3:21])[CH2:5][CH2:6][CH:7]1[c:8]1[cH:9][cH:10][c:11]([OH:14])[cH:12][cH:13]1>>[OH:1][CH:2]1[CH2:3][N:4]([C:15](=[O:16])[O:17][C:18]([CH3:19])([CH3:20])[CH3:21])[CH2:5][CH2:6][CH:7]1[c:8]1[cH:9][cH:10][c:11]([O:14][CH2:27][CH2:28][CH2:29][S:30][c:31]2[c:32]([O:37][CH3:38])[cH:33][cH:34][cH:35][cH:36]2)[cH:12][cH:13]1. The product is COc1ccccc1SCCCOc1ccc(C2CCN(C(=O)OC(C)(C)C)CC2O)cc1. Reaction SMILES: Br.Br[CH2:3][CH2:4][NH:5][C@@H:6]([CH3:13])[C:7]1[CH:12]=[CH:11][CH:10]=[CH:9][CH:8]=1.[Cl-].[Al+3].[Cl-].[Cl-].Cl>ClC1C=CC=CC=1Cl>[CH3:13][C@H:6]1[C:7]2[C:12](=[CH:11][CH:10]=[CH:9][CH:8]=2)[CH2:3][CH2:4][NH:5]1 |f:0.1,2.3.4.5|. Yields the product C[C@@H]1NCCC2=CC=CC=C12 ((S)-(−)-1-methyl-1,2,3,4-tetrahydroisoquinoline). Yield: 70.0%. Procedure details: 10.0 g (30.1 mmole) of (S)-(−)-N-(2-bromoethyl)-α-methylbenzylamine hydrobromide produced in Example 12(1) above was suspended in 60 ml of 1,2-dichlorobenzene and then heated to 145° C. 13.47 g (96.54 mmole) of anhydrous aluminum chloride (AlCl3) was added thereto over 40 minutes. The reaction solution was stirred for further 30 minutes at constant temperature, cooled to room temperature and poured onto 250 g of ice-water with stirring. 30 ml of con. hydrochloric acid was added thereto and the m... Run in ClC1=C(C=CC=C1)Cl (1,2-dichlorobenzene). Reaction conditions: temperature 145 celsius, time 40 minute. Starting materials: Br.BrCCN[C@H](C1=CC=CC=C1)C ((S)-(−)-N-(2-bromoethyl)-α-methylbenzylamine hydrobromide), Cl (hydrochloric acid), [Cl-].[Al+3].[Cl-].[Cl-] (aluminum chloride), ice water. Reaction SMILES: [OH:1][C:2]1[N:3]=[CH:4][C:5]2[S:6][C:7]3[CH:15]=[CH:14][CH:13]=[CH:12][C:8]=3[NH:9][C:10]=2[N:11]=1.[H-].[Na+].Br[CH2:19][C:20]([N:22]([CH2:29][CH:30]([NH2:38])[C:31]([O:33][C:34]([CH3:37])([CH3:36])[CH3:35])=[O:32])[CH2:23][C:24]([O:26][CH2:27][CH3:28])=[O:25])=[O:21]>CN(C=O)C>[OH:1][CH:2]1[N:11]([CH2:19][C:20]([N:22]([CH2:29][CH:30]([NH2:38])[C:31]([O:33][C:34]([CH3:37])([CH3:36])[CH3:35])=[O:32])[CH2:23][C:24]([O:26][CH2:27][CH3:28])=[O:25])=[O:21])[C:10]2[NH:9][C:8]3[CH:12]=[CH:13][CH:14]=[CH:15][C:7]=3[S:6][C:5]=2[CH:4]=[N:3]1 |f:1.2|. Product: OC1N=CC=2SC3=C(NC2N1CC(=O)N(CC(=O)OCC)CC(C(=O)OC(C)(C)C)N)C=CC=C3 (Ethyl N-[(2-Hydroxy-10-H-pyrimido[5,4-b][1,4]benzothiazin-1-yl)acetyl]-N-(2-boc-aminoethyl)glycinate). Conditions: time 2 hour. The reactants are OC=1N=CC=2SC3=C(NC2N1)C=CC=C3 (2-Hydroxy-10-H-pyrimido[5,4-b][1,4]benzothiazin), [H-].[Na+] (NaH), BrCC(=O)N(CC(=O)OCC)CC(C(=O)OC(C)(C)C)N (ethyl N-bromoacetyl-N-(2-Boc-aminoethyl)-glycinate). The yield is 56.2%. Run in CN(C)C=O (DMF). Procedure details: 2-Hydroxy-10-H-pyrimido[5,4-b][1,4]benzothiazin (653 mg, 3.0 mmol) was suspended in DMF (30 mL) and NaH (60% in mineral oil, 132 mg, 3.3 mmol) was added in one portion. After 15 minutes ethyl N-bromoacetyl-N-(2-Boc-aminoethyl)-glycinate (1.10 g, 3.3 mmol) was added. The mixture was stirred at room temperature for 2 hours, evaporated in vacuo, redissolved in dichloromethane (200 mL) and washed once with saturated aqueous NaHCO3 (100 mL) and once with saturated aqueous NaCl. The mixture was dried ... Starting materials: crude product, C(C)(C)(C)OC(=O)N(C1=CC=C(C=C1)OCC)C1=C(C(=C(C=2N1N=CC2)C#N)N[C@@H]2CN(CCC2)C(=O)OC(C)(C)C)C (tert-butyl(3S)-3-{7-[N-tert-butoxycarbonyl-N-(4-ethoxyphenyl)amino]-4-cyano-6-methylpyrazolo[1,5-a]pyridin-5-ylamino}piperidinecarboxylate), FC(C(=O)O)(F)F (trifluoroacetic acid). Run in ClCCl (dichloromethane). Reaction conditions: time 1 hour. The product is N1C[C@H](CCC1)NC1=C(C=2N(C(=C1C)NC1=CC=C(C=C1)OCC)N=CC2)C#N (5-[(3S)-3-piperidylamino]-7-(4-ethoxyphenylamino)-6-methylpyrazolo[1,5-a]pyridine-4-carbonitrile), FC(C(=O)[O-])(F)F (trifluoroacetate). The yield is 24.0%. RXN SMILES: C(OC([N:8]([C:18]1[N:23]2[N:24]=[CH:25][CH:26]=[C:22]2[C:21]([C:27]#[N:28])=[C:20]([NH:29][C@H:30]2[CH2:35][CH2:34][CH2:33][N:32](C(OC(C)(C)C)=O)[CH2:31]2)[C:19]=1[CH3:43])[C:9]1[CH:14]=[CH:13][C:12]([O:15][CH2:16][CH3:17])=[CH:11][CH:10]=1)=O)(C)(C)C.[F:44][C:45]([F:50])([F:49])[C:46]([OH:48])=[O:47]>ClCCl>[NH:32]1[CH2:33][CH2:34][CH2:35][C@H:30]([NH:29][C:20]2[C:19]([CH3:43])=[C:18]([NH:8][C:9]3[CH:10]=[CH:11][C:12]([O:15][CH2:16][CH3:17])=[CH:13][CH:14]=3)[N:23]3[N:24]=[CH:25][CH:26]=[C:22]3[C:21]=2[C:27]#[N:28])[CH2:31]1.[F:44][C:45]([F:50])([F:49])[C:46]([O-:48])=[O:47]. Procedure: The crude product of tert-butyl (3S)-3-{7-[N-tert-butoxycarbonyl-N-(4-ethoxyphenyl)amino]-4-cyano-6-methylpyrazolo[1,5-a]pyridin-5-ylamino}piperidinecarboxylate (45) (6.1 mg) was dissolved in dichloromethane (350 μL). To this solution, trifluoroacetic acid (150 μL) was added and the mixture was stirred at room temperature for 1 h. The solvent and trifluoroacetic acid were removed under reduced pressure and the residue was purified with preparative HPLC to obtain the title compound (85) as triflu...